This data is from the Open Reaction Database (ORD), a public repository of structured organic reaction records. The task is: describe an organic reaction: reactants, conditions, products, and yield Starting materials: CC(C)(C)c1ccc(-c2cn3cccc(Br)c3n2)cc1, CC(C)(C)P(c1ccccc1-c1ccccc1)C(C)(C)C, C1CNCCN1, CC(C)(C)[O-], Cc1ccccc1, [Na+]. The product is CC(C)(C)c1ccc(-c2cn3cccc(N4CCNCC4)c3n2)cc1. As a reaction SMILES: [Br:1][c:2]1[c:3]2[n:4]([cH:5][cH:6][cH:7]1)[cH:8][c:9](-[c:11]1[cH:12][cH:13][c:14]([C:17]([CH3:18])([CH3:19])[CH3:20])[cH:15][cH:16]1)[n:10]2.[C:21]([P:22]([C:23]([CH3:24])([CH3:25])[CH3:26])[c:27]1[cH:28][cH:29][cH:30][cH:31][c:32]1-[c:33]1[cH:34][cH:35][cH:36][cH:37][cH:38]1)([CH3:39])([CH3:40])[CH3:41].[CH2:48]1[CH2:49][NH:50][CH2:51][CH2:52][NH:53]1.[CH3:42][C:43]([CH3:44])([O-:45])[CH3:46].[CH3:54][c:55]1[cH:56][cH:57][cH:58][cH:59][cH:60]1.[Na+:47]>>[c:2]1([N:50]2[CH2:49][CH2:48][NH:53][CH2:52][CH2:51]2)[c:3]2[n:4]([cH:5][cH:6][cH:7]1)[cH:8][c:9](-[c:11]1[cH:12][cH:13][c:14]([C:17]([CH3:18])([CH3:19])[CH3:20])[cH:15][cH:16]1)[n:10]2. Reactants: Cl (hydrochloric acid), FC1=C(C=CC(=C1NC1=NC=CC=C1C1=C2N=CN(C2=NC=N1)C1OCCCC1)F)NS(=O)(=O)C1=CC=CC=2CCOC21 (N-(2,4-difluoro-3-(3-(9-(tetrahydro-2H-pyran-2-yl)-9H-purin-6-yl)pyridin-2-ylamino)phenyl)-2,3-dihydrobenzofuran-7-sulfonamide). Run at time 2 hour. The product is N1=CN=C2NC=NC2=C1C=1C(=NC=CC1)NC=1C(=C(C=CC1F)NS(=O)(=O)C1=CC=CC=2CCOC21)F (N-(3-(3-(9H-purin-6-yl)pyridin-2-ylamino)-2,4-difluorophenyl)-2,3-dihydrobenzofuran-7-sulfonamide). Reaction SMILES: Cl.[F:2][C:3]1[C:8]([NH:9][C:10]2[C:15]([C:16]3[N:24]=[CH:23][N:22]=[C:21]4[C:17]=3[N:18]=[CH:19][N:20]4C3CCCCO3)=[CH:14][CH:13]=[CH:12][N:11]=2)=[C:7]([F:31])[CH:6]=[CH:5][C:4]=1[NH:32][S:33]([C:36]1[C:44]2[O:43][CH2:42][CH2:41][C:40]=2[CH:39]=[CH:38][CH:37]=1)(=[O:35])=[O:34]>>[N:24]1[C:16]([C:15]2[C:10]([NH:9][C:8]3[C:3]([F:2])=[C:4]([NH:32][S:33]([C:36]4[C:44]5[O:43][CH2:42][CH2:41][C:40]=5[CH:39]=[CH:38][CH:37]=4)(=[O:34])=[O:35])[CH:5]=[CH:6][C:7]=3[F:31])=[N:11][CH:12]=[CH:13][CH:14]=2)=[C:17]2[C:21]([NH:20][CH:19]=[N:18]2)=[N:22][CH:23]=1. Procedure: 1M aqueous hydrochloric acid solution was added into the N-(2,4-difluoro-3-(3-(9-(tetrahydro-2H-pyran-2-yl)-9H-purin-6-yl)pyridin-2-ylamino)phenyl)-2,3-dihydrobenzofuran-7-sulfonamide (20 mg, 0.033 mmol) prepared at Step 10 and stirred for 2 hours. After the reaction, the reactant was washed with an aqueous solution of sodium hydrogen carbonate and salt water. After extraction with ethylacetate, the organic layer was dried with sulfuric anhydride magnesium and vacuum concentrated, and then refin...